From a dataset of the Open Reaction Database (ORD), a public repository of structured organic reaction records. describe an organic reaction: reactants, conditions, products, and yield The reactants are CCc1c(-c2ccc(OC)cc2)c2cc(Br)c3cccc1n32, OB(O)c1ccc(OCc2ccccc2)cc1, COCCOC, [Na+], [Na+], O=C([O-])[O-], O. Yields the product CCc1c(-c2ccc(OC)cc2)c2cc(-c3ccc(OCc4ccccc4)cc3)c3cccc1n32. RXN SMILES: [Br:1][c:2]1[cH:3][c:4]2[c:5](-[c:15]3[cH:16][cH:17][c:18]([O:21][CH3:22])[cH:19][cH:20]3)[c:6]([CH2:13][CH3:14])[c:7]3[cH:8][cH:9][cH:10][c:11]1[n:12]23.[CH2:30]([c:31]1[cH:32][cH:33][cH:34][cH:35][cH:36]1)[O:37][c:38]1[cH:39][cH:40][c:41]([B:44]([OH:45])[OH:46])[cH:42][cH:43]1.[CH3:47][O:48][CH2:49][CH2:50][O:51][CH3:52].[Na+:23].[Na+:24].[O-:25][C:26](=[O:27])[O-:28].[OH2:29]>>[c:2]1(-[c:41]2[cH:40][cH:39][c:38]([O:37][CH2:30][c:31]3[cH:32][cH:33][cH:34][cH:35][cH:36]3)[cH:43][cH:42]2)[cH:3][c:4]2[c:5](-[c:15]3[cH:16][cH:17][c:18]([O:21][CH3:22])[cH:19][cH:20]3)[c:6]([CH2:13][CH3:14])[c:7]3[cH:8][cH:9][cH:10][c:11]1[n:12]23. The reactants are ClC=1C=CC=C2C=C(N(C(C12)=O)C1=CC=CC=C1)[C@H](C)NC1=NC(=NC=C1[N+](=O)[O-])Cl ((S)-8-chloro-3-(1-(2-chloro-5-nitropyrimidin-4-ylamino)ethyl)-2-phenylisoquinolin-1(2H)-one), [OH-].[NH4+] (ammonium hydroxide). Solvent: C1CCOC1 (THF). Conditions: time 16 hour. Product: NC1=NC=C(C(=N1)N[C@@H](C)C=1N(C(C2=C(C=CC=C2C1)Cl)=O)C1=CC=CC=C1)[N+](=O)[O-] ((S)-3-(1-(2-amino-5-nitropyrimidin-4-ylamino)ethyl)-8-chloro-2-phenylisoquinolin-1(2H)-one). As a reaction SMILES: [Cl:1][C:2]1[CH:3]=[CH:4][CH:5]=[C:6]2[C:11]=1[C:10](=[O:12])[N:9]([C:13]1[CH:18]=[CH:17][CH:16]=[CH:15][CH:14]=1)[C:8]([C@@H:19]([NH:21][C:22]1[C:27]([N+:28]([O-:30])=[O:29])=[CH:26][N:25]=[C:24](Cl)[N:23]=1)[CH3:20])=[CH:7]2.[OH-].[NH4+:33]>C1COCC1>[NH2:33][C:24]1[N:23]=[C:22]([NH:21][C@H:19]([C:8]2[N:9]([C:13]3[CH:14]=[CH:15][CH:16]=[CH:17][CH:18]=3)[C:10](=[O:12])[C:11]3[C:6]([CH:7]=2)=[CH:5][CH:4]=[CH:3][C:2]=3[Cl:1])[CH3:20])[C:27]([N+:28]([O-:30])=[O:29])=[CH:26][N:25]=1 |f:1.2|. Procedure details: Compound 75 (450 mg, 0.99 mmol) was dissolved in THF (45 mL), treated with concentrated ammonium hydroxide solution (9 mL), and stirred at ambient temperature for 16 h. The solvent was evaporated in vacuo and the residue suspended in water (50 mL) and brine (20 mL), and extracted with DCM (3×35 mL). The combined organic layers were washed with brine (15 mL each), dried over Na2SO4, and concentrated to afford (S)-3-(1-(2-amino-5-nitropyrimidin-4-ylamino)ethyl)-8-chloro-2-phenylisoquinolin-1(2H)-o... Yields the product CCOC(=O)c1cc2c(s1)-n1c(C)nnc1CN=C2c1ccccc1Cl. As a reaction SMILES: [C:25](=[O:26])([O-:27])[O-:28].[CH2:31]([CH3:32])[I:33].[CH3:34][N:35]([CH3:36])[CH:37]=[O:38].[Cl:1][c:2]1[c:3]([C:8]2=[N:9][CH2:10][c:11]3[n:12]([c:21]([CH3:24])[n:22][n:23]3)-[c:13]3[c:14]2[cH:15][c:16]([C:18](=[O:19])[OH:20])[s:17]3)[cH:4][cH:5][cH:6][cH:7]1.[K+:29].[K+:30]>>[Cl:1][c:2]1[c:3]([C:8]2=[N:9][CH2:10][c:11]3[n:12]([c:21]([CH3:24])[n:22][n:23]3)-[c:13]3[c:14]2[cH:15][c:16]([C:18](=[O:19])[O:20][CH2:31][CH3:32])[s:17]3)[cH:4][cH:5][cH:6][cH:7]1. Reactants: O=C([O-])[O-], CCI, CN(C)C=O, Cc1nnc2n1-c1sc(C(=O)O)cc1C(c1ccccc1Cl)=NC2, [K+], [K+]. Starting materials: CC(C)(C)C(=O)C(=O)O, CC(N=CC(C)(C)C)c1ccccc1, CCOCC. Product: CC(N=C(C(=O)O)C(C)(C)C)c1ccccc1. As a reaction SMILES: [CH3:15][C:16]([CH3:17])([CH3:21])[C:22]([C:18](=[O:19])[OH:20])=[O:23].[CH3:1][C:2]([CH:3]=[N:4][CH:5]([CH3:6])[c:7]1[cH:8][cH:9][cH:10][cH:11][cH:12]1)([CH3:13])[CH3:14].[CH3:24][CH2:25][O:26][CH2:27][CH3:28]>>[CH3:1][C:2]([C:3](=[N:4][CH:5]([CH3:6])[c:7]1[cH:8][cH:9][cH:10][cH:11][cH:12]1)[C:18](=[O:19])[OH:20])([CH3:13])[CH3:14]. Reactants: COC(=O)C1CC(C#N)(c2ccc(OC)c3c2OCCO3)CCC1=O, [Cl-], [Na+], O. Product: COc1ccc(C2(C#N)CCC(=O)CC2)c2c1OCCO2. As a reaction SMILES: [C:1](#[N:2])[C:3]1([c:14]2[cH:15][cH:16][c:17]([O:24][CH3:25])[c:18]3[c:23]2[O:22][CH2:21][CH2:20][O:19]3)[CH2:4][CH:5]([C:10]([O:11][CH3:12])=[O:13])[C:6](=[O:9])[CH2:7][CH2:8]1.[Cl-:27].[Na+:26].[OH2:28]>>[C:1](#[N:2])[C:3]1([c:14]2[cH:15][cH:16][c:17]([O:24][CH3:25])[c:18]3[c:23]2[O:22][CH2:21][CH2:20][O:19]3)[CH2:4][CH2:5][C:6](=[O:9])[CH2:7][CH2:8]1. Starting materials: CCCCC(C(=O)OCC)(C(=O)OCC)c1c(C#N)cnc2ccc(I)cc12, CS(C)=O, [Cl-], [Li+], O. The product is CCCCCc1c(C#N)cnc2ccc(I)cc12. Reaction SMILES: [CH2:1]([O:2][C:3](=[O:4])[C:5]([C:6]([O:7][CH2:8][CH3:9])=[O:10])([c:11]1[c:12]([C:22]#[N:23])[cH:13][n:14][c:15]2[cH:16][cH:17][c:18]([I:21])[cH:19][c:20]12)[CH2:24][CH2:25][CH2:26][CH3:27])[CH3:28].[CH3:32][S:33]([CH3:34])=[O:35].[Cl-:30].[Li+:29].[OH2:31]>>[CH2:5]([c:11]1[c:12]([C:22]#[N:23])[cH:13][n:14][c:15]2[cH:16][cH:17][c:18]([I:21])[cH:19][c:20]12)[CH2:24][CH2:25][CH2:26][CH3:27]. The reactants are FC(F)(F)c1ccc(-n2cc3cccc(CBr)c3n2)cc1, O=C([O-])[O-], CC#N, [Cs+], [Cs+], CCOC(=O)COc1ccc(S)cc1C. Yields the product CCOC(=O)COc1ccc([SH](C)c2cccc3cn(-c4ccc(C(F)(F)F)cc4)nc23)cc1C. RXN SMILES: [Br:7][CH2:8][c:9]1[cH:10][cH:11][cH:12][c:13]2[cH:14][n:15](-[c:18]3[cH:19][cH:20][c:21]([C:24]([F:25])([F:26])[F:27])[cH:22][cH:23]3)[n:16][c:17]12.[C:1](=[O:2])([O-:3])[O-:4].[CH3:43][C:44]#[N:45].[Cs+:5].[Cs+:6].[SH:28][c:29]1[cH:30][c:31]([CH3:42])[c:32]([O:33][CH2:34][C:35](=[O:36])[O:37][CH2:38][CH3:39])[cH:40][cH:41]1>>[CH3:1][SH:28]([c:9]1[cH:10][cH:11][cH:12][c:13]2[cH:14][n:15](-[c:18]3[cH:19][cH:20][c:21]([C:24]([F:25])([F:26])[F:27])[cH:22][cH:23]3)[n:16][c:17]12)[c:29]1[cH:30][c:31]([CH3:42])[c:32]([O:33][CH2:34][C:35](=[O:36])[O:37][CH2:38][CH3:39])[cH:40][cH:41]1. Starting materials: O=C(CBr)c1ccccc1, ClCCl, OCCCN1CCNCC1. The product is O=C(CN1CCN(CCCO)CC1)c1ccccc1. Reaction SMILES: [Br:11][CH2:12][C:13](=[O:14])[c:15]1[cH:16][cH:17][cH:18][cH:19][cH:20]1.[Cl:21][CH2:22][Cl:23].[N:1]1([CH2:7][CH2:8][CH2:9][OH:10])[CH2:2][CH2:3][NH:4][CH2:5][CH2:6]1>>[N:1]1([CH2:7][CH2:8][CH2:9][OH:10])[CH2:2][CH2:3][N:4]([CH2:12][C:13](=[O:14])[c:15]2[cH:16][cH:17][cH:18][cH:19][cH:20]2)[CH2:5][CH2:6]1. Reactants: CCCCCCC#Cc1cccc(OC)c1, Cl, [I-], [Li+], O, Cc1cc(C)nc(C)c1. Product: CCCCCCC#Cc1cccc(O)c1. Reaction SMILES: [CH3:1][O:2][c:3]1[cH:4][c:5]([C:9]#[C:10][CH2:11][CH2:12][CH2:13][CH2:14][CH2:15][CH3:16])[cH:6][cH:7][cH:8]1.[ClH:20].[I-:17].[Li+:18].[OH2:19].[n:21]1[c:22]([CH3:23])[cH:24][c:25]([CH3:26])[cH:27][c:28]1[CH3:29]>>[OH:2][c:3]1[cH:4][c:5]([C:9]#[C:10][CH2:11][CH2:12][CH2:13][CH2:14][CH2:15][CH3:16])[cH:6][cH:7][cH:8]1. Reactants: CC(C)(C)OC(=O)N1CC2CC(C(=O)O)CC2C1, CC#N, CCN(C(C)C)C(C)C, [Cl-], O=C(Cl)C(=O)Cl, ClCCl, NCC(F)(F)F, CN(C)C=O. Product: CC(C)(C)OC(=O)N1CC2CC(C(=O)NCC(F)(F)F)CC2C1. Reaction SMILES: [C:1]([CH3:2])([CH3:3])([CH3:4])[O:5][C:6](=[O:7])[N:8]1[CH2:9][CH:10]2[CH2:11][CH:12]([C:16](=[O:17])[OH:18])[CH2:13][CH:14]2[CH2:15]1.[CH3:44][C:45]#[N:46].[CH:26]([N:27]([CH2:28][CH3:29])[CH:30]([CH3:31])[CH3:32])([CH3:33])[CH3:34].[Cl-:25].[Cl:19][C:20]([C:21]([Cl:22])=[O:23])=[O:24].[Cl:41][CH2:42][Cl:43].[F:35][C:36]([CH2:37][NH2:38])([F:39])[F:40].[O:47]=[CH:48][N:49]([CH3:50])[CH3:51]>>[C:1]([CH3:2])([CH3:3])([CH3:4])[O:5][C:6](=[O:7])[N:8]1[CH2:9][CH:10]2[CH2:11][CH:12]([C:16](=[O:18])[NH:38][CH2:37][C:36]([F:35])([F:39])[F:40])[CH2:13][CH:14]2[CH2:15]1.